Dataset: the Open Reaction Database (ORD), a public repository of structured organic reaction records. Task: describe an organic reaction: reactants, conditions, products, and yield The reactants are O1C(COC2=C3CCC(NC3=C(C=C2)OCC2=CC=CC=C2)=O)C1 (5-(2,3-epoxypropoxy)-8-phenylmethoxy-3,4-dihydrocarbostyril), N1CCC(CC1)NC(OCC(C)C)=O (isobutyl 4-piperidylcarbamate). The solvent is C(C)(C)O (isopropanol). Yields the product C1(=CC=CC=C1)COC=1C=CC(=C2CCC(NC12)=O)OCC(CN1CCC(CC1)NC(=O)OCC(C)C)O (8-Phenylmethoxy-3,4-dihydro-5-[2-hydroxy-3-(4-(isobutoxycarbonylamino)-1-piperidyl)propoxy]carbostyril). Yield: 76.2%. RXN SMILES: [O:1]1[CH2:24][CH:2]1[CH2:3][O:4][C:5]1[CH:14]=[CH:13][C:12]([O:15][CH2:16][C:17]2[CH:22]=[CH:21][CH:20]=[CH:19][CH:18]=2)=[C:11]2[C:6]=1[CH2:7][CH2:8][C:9](=[O:23])[NH:10]2.[NH:25]1[CH2:30][CH2:29][CH:28]([NH:31][C:32](=[O:38])[O:33][CH2:34][CH:35]([CH3:37])[CH3:36])[CH2:27][CH2:26]1>C(O)(C)C>[C:17]1([CH2:16][O:15][C:12]2[CH:13]=[CH:14][C:5]([O:4][CH2:3][CH:2]([OH:1])[CH2:24][N:25]3[CH2:26][CH2:27][CH:28]([NH:31][C:32]([O:33][CH2:34][CH:35]([CH3:37])[CH3:36])=[O:38])[CH2:29][CH2:30]3)=[C:6]3[C:11]=2[NH:10][C:9](=[O:23])[CH2:8][CH2:7]3)[CH:18]=[CH:19][CH:20]=[CH:21][CH:22]=1. Procedure details: 5-(2,3-epoxypropoxy)-8-phenylmethoxy-3,4-dihydrocarbostyril (130 mg) was dissolved in isopropanol (10 mL) and isobutyl 4-piperidylcarbamate (80 mg) was added. The mixture was then heated under reflux for 20 hours with stirring. After completion of the reaction, the isopropanol was evaporated under reduced pressure. The residue was then purified by flash chromatography (AcOEt/MeOH-99:1) to yield 160 mg of the title compound, 8-phenylmethoxy-3,4-dihydro-5-[2-hydroxy-3-(4-(isobutoxycarbonylamino)-1... Reaction conditions: temperature 34 celsius, time 2 hour. As a reaction SMILES: [N:1]([O-])=O.[Na+].[Cl:5][C:6]1[CH:7]=[C:8]([CH:10]=[CH:11][C:12]=1[I:13])N.Cl.[Cl-].[Mg+2].[Cl-].[S:18](=[O:20])=[O:19]>O.C1COCC1.[Cl-].[Na+].O.C(O)(=O)C>[Cl:5][C:6]1[CH:7]=[C:8]([S:18]([NH2:1])(=[O:20])=[O:19])[CH:10]=[CH:11][C:12]=1[I:13] |f:0.1,4.5.6,10.11.12|. The product is ClC=1C=C(C=CC1I)S(=O)(=O)N (3-Chloro-4-iodobenzenesulfonamide). Procedure details: A solution of sodium nitrite (3.27 g) in water was added dropwise over 1 h to a stirred solution of 3-chloro-4-iodoaniline (10.0 g) in a mixture of THF (120 ml) and concentrated hydrochloric acid (50 ml) at −5 to −1° C. Magnesium chloride (6.39 g) was then added and the resulting mixture poured into a stirred solution of acetic acid (50 ml) saturated with sulfur dioxide and containing cuprous chloride (2.14 g). After heating at 34° C. for 30 min, the mixture was poured into brine, extracted with... Reactants: [Cl-].[Mg+2].[Cl-] (Magnesium chloride), N(=O)[O-].[Na+] (sodium nitrite), ClC=1C=C(N)C=CC1I (3-chloro-4-iodoaniline), Cl (hydrochloric acid), S(=O)=O (sulfur dioxide), cuprous chloride. The solvent is O (water), C1CCOC1 (THF), [Cl-].[Na+].O (brine), C(C)(=O)O (acetic acid). Starting materials: C[N+](=O)[O-], O, O=[N+]([O-])O, O=S(=O)(O)O, CCC(=O)N1CC2CC(c3ccccc3)C2C1. The product is CCC(=O)N1CC2CC(c3ccc([N+](=O)[O-])cc3)C2C1. RXN SMILES: [N+:27]([CH3:28])([O-:29])=[O:30].[OH2:31].[OH:18][N+:19]([O-:20])=[O:21].[S:22](=[O:23])(=[O:24])([OH:25])[OH:26].[c:1]1([CH:7]2[CH:8]3[CH2:9][N:10]([C:14]([CH2:15][CH3:16])=[O:17])[CH2:11][CH:12]3[CH2:13]2)[cH:2][cH:3][cH:4][cH:5][cH:6]1>>[c:1]1([CH:7]2[CH:8]3[CH2:9][N:10]([C:14]([CH2:15][CH3:16])=[O:17])[CH2:11][CH:12]3[CH2:13]2)[cH:2][cH:3][c:4]([N+:19](=[O:18])[O-:20])[cH:5][cH:6]1. Starting materials: COc1ccc(S(=O)(=O)Cl)cc1, Nc1cnc(Oc2cc3ccccc3cn2)c(Cl)c1. Yields the product COc1ccc(S(=O)(=O)Nc2cnc(Oc3cc4ccccc4cn3)c(Cl)c2)cc1. RXN SMILES: [CH3:20][O:21][c:22]1[cH:23][cH:24][c:25]([S:28](=[O:29])(=[O:30])[Cl:31])[cH:26][cH:27]1.[Cl:1][c:2]1[cH:3][c:4]([NH2:19])[cH:5][n:6][c:7]1[O:8][c:9]1[n:10][cH:11][c:12]2[cH:13][cH:14][cH:15][cH:16][c:17]2[cH:18]1>>[Cl:1][c:2]1[cH:3][c:4]([NH:19][S:28]([c:25]2[cH:24][cH:23][c:22]([O:21][CH3:20])[cH:27][cH:26]2)(=[O:29])=[O:30])[cH:5][n:6][c:7]1[O:8][c:9]1[n:10][cH:11][c:12]2[cH:13][cH:14][cH:15][cH:16][c:17]2[cH:18]1. Starting materials: CCOCc1nc2cnc3cc(OCc4ccccc4)ccc3c2n1CC(C)(C)NC(C)=O, ClC(Cl)Cl, O=C(OO)c1cccc(Cl)c1. Yields the product CCOCc1nc2c[n+]([O-])c3cc(OCc4ccccc4)ccc3c2n1CC(C)(C)NC(C)=O. As a reaction SMILES: [CH2:12]([c:13]1[cH:14][cH:15][cH:16][cH:17][cH:18]1)[O:19][c:20]1[cH:21][cH:22][c:23]2[c:24]3[c:25]([cH:26][n:27][c:28]2[cH:29]1)[n:30][c:31]([CH2:41][O:42][CH2:43][CH3:44])[n:32]3[CH2:33][C:34]([CH3:35])([CH3:36])[NH:37][C:38]([CH3:39])=[O:40].[CH:45]([Cl:46])([Cl:47])[Cl:48].[OH:1][O:2][C:3]([c:4]1[cH:5][c:6]([Cl:7])[cH:8][cH:9][cH:10]1)=[O:11]>>[O-:1][n+:27]1[cH:26][c:25]2[c:24]([c:23]3[cH:22][cH:21][c:20]([O:19][CH2:12][c:13]4[cH:14][cH:15][cH:16][cH:17][cH:18]4)[cH:29][c:28]31)[n:32]([CH2:33][C:34]([CH3:35])([CH3:36])[NH:37][C:38]([CH3:39])=[O:40])[c:31]([CH2:41][O:42][CH2:43][CH3:44])[n:30]2.